From a dataset of the Open Reaction Database (ORD), a public repository of structured organic reaction records. describe an organic reaction: reactants, conditions, products, and yield Starting materials: C(C1=CC=CC=C1)Br (benzyl bromide), ON1C=C(C(C2=C3C(=CC=C12)NC(S3)=O)=O)C(=O)O (2,3,6,9-tetrahydro-6-hydroxy-2,9-dioxothiazolo[5,4-f]quinoline-8-carboxylic acid), [OH-].[K+] (potassium hydroxide), O (water). The solvent is CO (methanol). Conditions: time 44 hour. The product is C(C1=CC=CC=C1)ON1C=C(C(C2=C3C(=CC=C12)N(C(S3)=O)CC3=CC=CC=C3)=O)C(=O)O (2,3,6,9-Tetrahydro-6-benzyloxy-3-benzyl-2,9-dioxothiazolo[5,4-f]quinoline-8-carboxylic Acid). Reaction SMILES: [OH:1][N:2]1[C:11]2[C:6](=[C:7]3[S:14][C:13](=[O:15])[NH:12][C:8]3=[CH:9][CH:10]=2)[C:5](=[O:16])[C:4]([C:17]([OH:19])=[O:18])=[CH:3]1.[OH-].[K+].O.[CH2:23](Br)[C:24]1[CH:29]=[CH:28][CH:27]=[CH:26][CH:25]=1>CO>[CH2:23]([O:1][N:2]1[C:11]2[C:6](=[C:7]3[S:14][C:13](=[O:15])[N:12]([CH2:5][C:6]4[CH:11]=[CH:10][CH:9]=[CH:8][CH:7]=4)[C:8]3=[CH:9][CH:10]=2)[C:5](=[O:16])[C:4]([C:17]([OH:19])=[O:18])=[CH:3]1)[C:24]1[CH:29]=[CH:28][CH:27]=[CH:26][CH:25]=1 |f:1.2|. Reported procedure: To a mixture of 1.0 g of 2,3,6,9-tetrahydro-6-hydroxy-2,9-dioxothiazolo[5,4-f]quinoline-8-carboxylic acid, 0.96 g of an 85% - potassium hydroxide aqueous solution, 20 ml of water and 7 ml of methanol was added dropwise 2.77 g of benzyl bromide and the mixture was stirred for 44 hours at room temperature. The reactants are [BH4-], COc1ccc(-c2oc3c(OC)cccc3c2C(C)=O)cc1, CO, [Na+]. The product is COc1ccc(-c2oc3c(OC)cccc3c2C(C)O)cc1. As a reaction SMILES: [BH4-:23].[C:1]([CH3:2])(=[O:3])[c:4]1[c:5](-[c:15]2[cH:16][cH:17][c:18]([O:21][CH3:22])[cH:19][cH:20]2)[o:6][c:7]2[c:8]1[cH:9][cH:10][cH:11][c:12]2[O:13][CH3:14].[CH3:25][OH:26].[Na+:24]>>[CH:1]([CH3:2])([OH:3])[c:4]1[c:5](-[c:15]2[cH:16][cH:17][c:18]([O:21][CH3:22])[cH:19][cH:20]2)[o:6][c:7]2[c:8]1[cH:9][cH:10][cH:11][c:12]2[O:13][CH3:14]. The reactants are O=C(NC1CCNC1)C12CC3CC(CC(C3)C1)C2, COc1ccc(CCOS(=O)(=O)c2ccc(C)cc2)cc1. The product is COc1ccc(CCN2CCC(NC(=O)C34CC5CC(CC(C5)C3)C4)C2)cc1. As a reaction SMILES: [NH:1]1[CH2:2][CH:3]([NH:6][C:7](=[O:8])[C:9]23[CH2:10][CH:11]4[CH2:12][CH:13]([CH2:14][CH:15]([CH2:16]2)[CH2:17]4)[CH2:18]3)[CH2:4][CH2:5]1.[c:19]1([CH3:20])[cH:21][cH:22][c:23]([S:24]([O:25][CH2:29][CH2:30][c:31]2[cH:32][cH:33][c:34]([O:37][CH3:38])[cH:35][cH:36]2)(=[O:26])=[O:27])[cH:28][cH:39]1>>[N:1]1([CH2:29][CH2:30][c:31]2[cH:32][cH:33][c:34]([O:37][CH3:38])[cH:35][cH:36]2)[CH2:2][CH:3]([NH:6][C:7](=[O:8])[C:9]23[CH2:10][CH:11]4[CH2:12][CH:13]([CH2:14][CH:15]([CH2:16]2)[CH2:17]4)[CH2:18]3)[CH2:4][CH2:5]1. The reactants are C1(CC1)CO (cyclopropane methanol), [H-].[Na+] (NaH), BrC=1C=CC(=NC1)F (5-bromo-2-fluoropyridine). The solvent is C1CCOC1 (THF). Reaction conditions: time 20 minute. The product is BrC=1C=CC(=NC1)OCC1CC1 (5-Bromo-2-cyclopropylmethoxy-pyridine). Reaction SMILES: [CH:1]1([CH2:4][OH:5])[CH2:3][CH2:2]1.[H-].[Na+].[Br:8][C:9]1[CH:10]=[CH:11][C:12](F)=[N:13][CH:14]=1>C1COCC1>[Br:8][C:9]1[CH:10]=[CH:11][C:12]([O:5][CH2:4][CH:1]2[CH2:3][CH2:2]2)=[N:13][CH:14]=1 |f:1.2|. Reported procedure: 0.49 g (6.82 mmol) cyclopropane methanol in 10 mL THF are charged with 0.42 g (11.4 mmol) NaH and the reaction mixture is stirred at r.t. for 20 min. Then 1.00 g (5.68 mmol) 5-bromo-2-fluoropyridine are added and the mixture is stirred at r.t. over night. The reaction is quenched by the addition of water and extracted with EtOAc. The organic layers are combined, dried over MgSO4, filtered and the solvent is removed in vacuo. The crude product is purified by HPLC (MeOH/H2O/FA). The reactants are CCOC(C)=O, O=C(Cl)C(=O)Cl, ClCCl, CC1=C(C(=O)O)C(c2cccc(F)c2F)CC(=O)N1, Nc1cc2cn[nH]c2cc1F, CN(C)C=O, c1ccncc1. Yields the product CC1=C(C(=O)Nc2cc3cn[nH]c3cc2F)C(c2cccc(F)c2F)CC(=O)N1. Reaction SMILES: [CH3:51][CH2:52][O:53][C:54]([CH3:55])=[O:56].[Cl:25][C:26]([C:27]([Cl:28])=[O:29])=[O:30].[Cl:42][CH2:43][Cl:44].[F:1][c:2]1[c:3]([CH:9]2[C:10]([C:17](=[O:18])[OH:19])=[C:11]([CH3:16])[NH:12][C:13](=[O:15])[CH2:14]2)[cH:4][cH:5][cH:6][c:7]1[F:8].[F:31][c:32]1[c:33]([NH2:41])[cH:34][c:35]2[cH:36][n:37][nH:38][c:39]2[cH:40]1.[O:20]=[CH:21][N:22]([CH3:23])[CH3:24].[cH:45]1[cH:46][cH:47][n:48][cH:49][cH:50]1>>[F:1][c:2]1[c:3]([CH:9]2[C:10]([C:17](=[O:19])[NH:41][c:33]3[c:32]([F:31])[cH:40][c:39]4[c:35]([cH:34]3)[cH:36][n:37][nH:38]4)=[C:11]([CH3:16])[NH:12][C:13](=[O:15])[CH2:14]2)[cH:4][cH:5][cH:6][c:7]1[F:8]. Reactants: CCOCC.CCCCCC (ether hexane), COC(CS(NC1=C(C=C(C=C1)F)C(F)(F)F)(=O)=O)=O (2-[N-(4-fluoro-2-trifluoromethylphenyl)sulfamoyl]-acetic acid methyl ester), Cl (hydrochloric acid), [OH-].[Na+] (sodium hydroxide). Solvent: O1CCOCC1 (dioxane). Run at time 10 minute. The product is FC1=CC(=C(C=C1)NS(=O)(=O)CC(=O)O)C(F)(F)F ([N-(4-Fluoro-2 trifluoromethylph-enyl)sulfamoyl]-acetic acid). RXN SMILES: C[O:2][C:3](=[O:20])[CH2:4][S:5](=[O:19])(=[O:18])[NH:6][C:7]1[CH:12]=[CH:11][C:10]([F:13])=[CH:9][C:8]=1[C:14]([F:17])([F:16])[F:15].[OH-].[Na+].Cl.CCOCC.CCCCCC>O1CCOCC1>[F:13][C:10]1[CH:11]=[CH:12][C:7]([NH:6][S:5]([CH2:4][C:3]([OH:20])=[O:2])(=[O:19])=[O:18])=[C:8]([C:14]([F:17])([F:15])[F:16])[CH:9]=1 |f:1.2,4.5|. Procedure details: 2.2 g (6.98 mmol) of 2-[N-(4-fluoro-2-trifluoromethylphenyl)sulfamoyl]-acetic acid methyl ester is dissolved in 20 ml of dioxane, and the solution is mixed with 10 ml (20 mmol) of 2N sodium hydroxide solution. A slight warming occurs and the saponification is complete after 10 minutes. The solution is neutralized with 2N hydrochloric acid with pH control and gently evaporated to dryness in a vacuum. The residue is extracted with 30 ml ethyl acetate, the solution is shaken out once with 10 ml of ... Reactants: CCOCCO, COc1cc([N+](=O)[O-])c2nccc(C)c2c1Cl, [K+], [OH-], Oc1ccc(Cl)cc1Cl. The product is COc1cc([N+](=O)[O-])c2nccc(C)c2c1Oc1ccc(Cl)cc1Cl. As a reaction SMILES: [CH3:29][CH2:30][O:31][CH2:32][CH2:33][OH:34].[Cl:1][c:2]1[c:3]2[c:4]([CH3:17])[cH:5][cH:6][n:7][c:8]2[c:9]([N+:14](=[O:15])[O-:16])[cH:10][c:11]1[O:12][CH3:13].[K+:28].[OH-:27].[OH:18][c:19]1[cH:20][cH:21][c:22]([Cl:23])[cH:24][c:25]1[Cl:26]>>[c:2]1([O:18][c:19]2[cH:20][cH:21][c:22]([Cl:23])[cH:24][c:25]2[Cl:26])[c:3]2[c:4]([CH3:17])[cH:5][cH:6][n:7][c:8]2[c:9]([N+:14](=[O:15])[O-:16])[cH:10][c:11]1[O:12][CH3:13]. Starting materials: BrC=1C=C(C(=NC1)F)C(C)=O (1-(5-bromo-2-fluoropyridin-3-yl)ethanone), CC(C)(C)[S@@](=O)N ((R)-2-methylpropane-2-sulfinamide). The reagents and catalysts are [O-]CC.[Ti+4].[O-]CC.[O-]CC.[O-]CC (titanium (IV) ethoxide). The solvent is [Cl-].[Na+].O (brine), C1CCOC1 (THF). Conditions: time 10 minute. The product is BrC=1C=C(C(=NC1)F)\C(\C)=N/[S@](=O)C(C)(C)C ((R,Z)—N-(1-(5-bromo-2-fluoropyridin-3-yl)ethylidene)-2-methylpropane-2-sulfinamide). Isolated yield 98.0%. Reaction SMILES: [Br:1][C:2]1[CH:3]=[C:4]([C:9](=O)[CH3:10])[C:5]([F:8])=[N:6][CH:7]=1.[CH3:12][C:13]([S@:16]([NH2:18])=[O:17])([CH3:15])[CH3:14]>C1COCC1.[Cl-].[Na+].O.[O-]CC.[Ti+4].[O-]CC.[O-]CC.[O-]CC>[Br:1][C:2]1[CH:3]=[C:4](/[C:9](=[N:18]\[S@@:16]([C:13]([CH3:15])([CH3:14])[CH3:12])=[O:17])/[CH3:10])[C:5]([F:8])=[N:6][CH:7]=1 |f:3.4.5,6.7.8.9.10|. Reported procedure: A mixture of 1-(5-bromo-2-fluoropyridin-3-yl)ethanone (11 g, 51 mmol), (R)-2-methylpropane-2-sulfinamide (12.2 g, 101 mmol) and titanium (IV) ethoxide (26.1 mL, 126 mmol) in THF (100 mL) was heated to reflux for 2 h. The mixture was cooled to room temperature, brine was added and the mixture was stirred for 10 min. The suspension was filtered through silica gel. The organic phase was separated and the aqueous phase was extracted with EtOAc. The combined organic extracts were washed with brine, d... As a reaction SMILES: [OH:1][CH2:2][C:3]([C:6]1[O:10][N:9]=[C:8]([NH:11][C:12]([NH:14][C:15]2[CH:20]=[CH:19][C:18]([C:21]3[N:22]=[C:23]4[N:27]([CH:28]=3)[C:26]3[CH:29]=[CH:30][C:31]([O:33][CH2:34][CH2:35][N:36]5[CH2:41][CH2:40][O:39][CH2:38][CH2:37]5)=[CH:32][C:25]=3[S:24]4)=[CH:17][CH:16]=2)=[O:13])[CH:7]=1)([CH3:5])[CH3:4].[CH3:42][O:43][C:44](=[O:65])[C@H:45]1[O:51][C@:49](Br)(O)[C@H:48]([O:53][C:54](=[O:56])[CH3:55])[C@@H:47]([O:57][C:58](=[O:60])[CH3:59])[C@@H:46]1[O:61][C:62](=[O:64])[CH3:63]>C1(C)C=CC=CC=1.C(=O)([O-])[O-].[Ag+2]>[CH3:42][O:43][C:44]([CH:45]1[CH:46]([O:61][C:62](=[O:64])[CH3:63])[CH:47]([O:57][C:58](=[O:60])[CH3:59])[CH:48]([O:53][C:54](=[O:56])[CH3:55])[CH:49]([O:1][CH2:2][C:3]([CH3:4])([C:6]2[O:10][N:9]=[C:8]([NH:11][C:12]([NH:14][C:15]3[CH:20]=[CH:19][C:18]([C:21]4[N:22]=[C:23]5[N:27]([CH:28]=4)[C:26]4[CH:29]=[CH:30][C:31]([O:33][CH2:34][CH2:35][N:36]6[CH2:41][CH2:40][O:39][CH2:38][CH2:37]6)=[CH:32][C:25]=4[S:24]5)=[CH:17][CH:16]=3)=[O:13])[CH:7]=2)[CH3:5])[O:51]1)=[O:65] |f:3.4|. Solvent: C1(=CC=CC=C1)C (toluene). The reagents and catalysts are C([O-])([O-])=O.[Ag+2] (silver carbonate). Product: COC(=O)C1OC(C(C(C1OC(C)=O)OC(C)=O)OC(C)=O)OCC(C)(C1=CC(=NO1)NC(=O)NC1=CC=C(C=C1)C=1N=C2SC3=C(N2C1)C=CC(=C3)OCCN3CCOCC3)C (3,4,5-triacetoxy-6-{2-methyl-2-[3-(3-{4-[7-(2-morpholin-4-yl-ethoxy)-benzo[d]imidazo[2,1-b]thiazol-2-yl]-phenyl}-ureido)-isoxazol-5-yl]-propoxy}-tetrahydro-pyran-2-carboxylic acid methyl ester). Procedure details: To a stirred mixture of 1-[5-(2-hydroxy-1,1-dimethyl-ethyl)-isoxazol-3-yl]-3-{4-[7-(2-morpholin-4-yl-ethoxy)-benzo[d]imidazo[2,1-b]thiazol-2-yl]-phenyl}-urea (I-1) (1 equivalent) and silver carbonate (0.5-1 equivalent) in toluene at rt is added 1-bromo-2,3,4-tri-O-acetyl-α-D-glucuronic acid methyl ester (0.8-1.5 equivalents) and the mixture is stirred at rt until the reaction is substantially complete as monitored by LCMS or TLC. The mixture is filtered and the filtrate is partitioned between wa... Reactants: OCC(C)(C)C1=CC(=NO1)NC(=O)NC1=CC=C(C=C1)C=1N=C2SC3=C(N2C1)C=CC(=C3)OCCN3CCOCC3 (1-[5-(2-hydroxy-1,1-dimethyl-ethyl)-isoxazol-3-yl]-3-{4-[7-(2-morpholin-4-yl-ethoxy)-benzo[d]imidazo[2,1-b]thiazol-2-yl]-phenyl}-urea), COC([C@@H]1[C@H]([C@@H]([C@H]([C@@](O)(O1)Br)OC(C)=O)OC(C)=O)OC(C)=O)=O (1-bromo-2,3,4-tri-O-acetyl-α-D-glucuronic acid methyl ester).